Dataset: the Open Reaction Database (ORD), a public repository of structured organic reaction records. Task: describe an organic reaction: reactants, conditions, products, and yield Reactants: C1(=CC=CC=C1)S(=O)(=O)N1C=CC2=CC(=CC=C12)N (1benzenesulphonyl-1H-indol-5-ylamine), ClC=1C2=C(N=CN1)C=NC(=C2)N(C)C (4-chloro-6-(N,N-dimethylamino)-pyrido[3,4-d]pyrimidine). The product is Cl.C1(=CC=CC=C1)S(=O)(=O)N1C=CC2=CC(=CC=C12)NC=1C2=C(N=CN1)C=NC(=C2)N(C)C (N4-(1-Benzenesulphonyl-1H-indol-5-yl)-N6,N6-dimethyl-pyrido[3,4-d]pyrimidine-4,6-diamine hydrochloride). Procedure: Prepared according to Procedure A from 1benzenesulphonyl-1H-indol-5-ylamine and 4-chloro-6-(N,N-dimethylamino)-pyrido[3,4-d]pyrimidine; δH [2H6]DMSO 11.64 (1H,s), 8.90(1H,s), 8.60(4H,m), 7.90(1H,d), 7.65(5H,m), 6.92(1H,d) 3.20(6H,s); m/z (M+) 445. Reaction SMILES: [C:1]1([S:7]([N:10]2[C:18]3[C:13](=[CH:14][C:15]([NH2:19])=[CH:16][CH:17]=3)[CH:12]=[CH:11]2)(=[O:9])=[O:8])[CH:6]=[CH:5][CH:4]=[CH:3][CH:2]=1.[Cl:20][C:21]1[C:22]2[CH:30]=[C:29]([N:31]([CH3:33])[CH3:32])[N:28]=[CH:27][C:23]=2[N:24]=[CH:25][N:26]=1>>[ClH:20].[C:1]1([S:7]([N:10]2[C:18]3[C:13](=[CH:14][C:15]([NH:19][C:21]4[C:22]5[CH:30]=[C:29]([N:31]([CH3:33])[CH3:32])[N:28]=[CH:27][C:23]=5[N:24]=[CH:25][N:26]=4)=[CH:16][CH:17]=3)[CH:12]=[CH:11]2)(=[O:8])=[O:9])[CH:2]=[CH:3][CH:4]=[CH:5][CH:6]=1 |f:2.3|. Reactants: [Na] (sodium), C(CO)O (ethylene glycol), C1(=CC=C(C=C1)S(=O)(=O)O)C (p-toluenesulfonic acid), ClCCCC(=O)C=1C=C2CCC(NC2=CC1)=O (6-(4-chlorobutyryl)-3,4-dihydrocarbostyril). Run in C1=CC=CC=C1 (benzene). The product is C1OC(C(CCCl)OC1)C=1C=C2CCC(NC2=CC1)=O (6-(1-ethylenedioxy-4-chlorobutyl)-3,4-dihydrocarbostyril). As a reaction SMILES: [Cl:1][CH2:2][CH2:3][CH2:4][C:5]([C:7]1[CH:8]=[C:9]2[C:14](=[CH:15][CH:16]=1)[NH:13][C:12](=[O:17])[CH2:11][CH2:10]2)=[O:6].[CH2:18](O)[CH2:19][OH:20].C1(C)C=CC(S(O)(=O)=O)=CC=1.[Na]>C1C=CC=CC=1>[CH2:18]1[CH2:19][O:20][CH:4]([CH2:3][CH2:2][Cl:1])[CH:5]([C:7]2[CH:8]=[C:9]3[C:14](=[CH:15][CH:16]=2)[NH:13][C:12](=[O:17])[CH2:11][CH2:10]3)[O:6]1 |^1:32|. Reported procedure: 10 Grams (39.7 mM) of 6-(4-chlorobutyryl)-3,4-dihydrocarbostyril was dissolved in 300 ml of benzene, then to this solution was added 7.4 g (120 mM) of ethylene glycol and 300 mg of p-toluenesulfonic acid, and the whole mixture was refluxed by heating under dehydrating in Dean-Stark extractor for 6 hours. The reaction mixture was cooled and neutralized with an aqueous solution saturated with sodium hyfrogen carbonate, then extracted with chloroform. The chloroform extract was washed with water th... Reactants: CC(NC1CCN(C(=O)OC(C)(C)C)CC1C)c1ccccc1, CO, [OH-], [OH-], [Pd+2]. The product is CC1CN(C(=O)OC(C)(C)C)CCC1N. RXN SMILES: [C:1]([CH3:2])([CH3:3])([CH3:4])[O:5][C:6](=[O:7])[N:8]1[CH2:9][CH:10]([CH3:23])[CH:11]([NH:14][CH:15]([c:16]2[cH:17][cH:18][cH:19][cH:20][cH:21]2)[CH3:22])[CH2:12][CH2:13]1.[CH3:24][OH:25].[OH-:26].[OH-:28].[Pd+2:27]>>[C:1]([CH3:2])([CH3:3])([CH3:4])[O:5][C:6](=[O:7])[N:8]1[CH2:9][CH:10]([CH3:23])[CH:11]([NH2:14])[CH2:12][CH2:13]1. Starting materials: CCO, COC1C(O)C(CO)OC1n1cnc2c(Cl)ncnc21, CC(N)Cc1sccc1Cl. Yields the product COC1C(O)C(CO)OC1n1cnc2c(NC(C)Cc3sccc3Cl)ncnc21. Reaction SMILES: [CH3:31][CH2:32][OH:33].[Cl:1][c:2]1[c:3]2[n:4][cH:5][n:6]([CH:11]3[CH:12]([O:13][CH3:14])[CH:15]([OH:16])[CH:17]([CH2:19][OH:20])[O:18]3)[c:7]2[n:8][cH:9][n:10]1.[Cl:21][c:22]1[c:23]([CH2:27][CH:28]([CH3:29])[NH2:30])[s:24][cH:25][cH:26]1>>[c:2]1([NH:30][CH:28]([CH2:27][c:23]2[c:22]([Cl:21])[cH:26][cH:25][s:24]2)[CH3:29])[c:3]2[n:4][cH:5][n:6]([CH:11]3[CH:12]([O:13][CH3:14])[CH:15]([OH:16])[CH:17]([CH2:19][OH:20])[O:18]3)[c:7]2[n:8][cH:9][n:10]1.